This data is from the Open Reaction Database (ORD), a public repository of structured organic reaction records. The task is: describe an organic reaction: reactants, conditions, products, and yield Starting materials: C1=CC=CC=C1 (benzene), BrC=1C(=C(C(=C2N=C(OC21)C(C)(C)C)C#N)C)I (7-bromo-2-tert-butyl-6-iodo-5-methyl-1,3-benzoxazole-4-carbonitrile), (2-tri-n-butylstannyl)furan, O (water). The reagents and catalysts are Cl[Pd]([P](C1=CC=CC=C1)(C2=CC=CC=C2)C3=CC=CC=C3)([P](C4=CC=CC=C4)(C5=CC=CC=C5)C6=CC=CC=C6)Cl (Bis(triphenylphosphine)palladium(II) chloride). Product: BrC=1C(=C(C(=C2N=C(OC21)C(C)(C)C)C#N)C)C=2OC=CC2 (7-Bromo-2-tert-butyl-6-(2-furyl)-5-methyl-1,3-benzoxazole-4-carbonitrile). As a reaction SMILES: [CH:1]1C=C[CH:4]=[CH:3][CH:2]=1.[Br:7][C:8]1[C:9](I)=[C:10]([CH3:23])[C:11]([C:21]#[N:22])=[C:12]2[C:16]=1[O:15][C:14]([C:17]([CH3:20])([CH3:19])[CH3:18])=[N:13]2.[OH2:25]>Cl[Pd](Cl)([P](C1C=CC=CC=1)(C1C=CC=CC=1)C1C=CC=CC=1)[P](C1C=CC=CC=1)(C1C=CC=CC=1)C1C=CC=CC=1>[Br:7][C:8]1[C:9]([C:1]2[O:25][CH:4]=[CH:3][CH:2]=2)=[C:10]([CH3:23])[C:11]([C:21]#[N:22])=[C:12]2[C:16]=1[O:15][C:14]([C:17]([CH3:20])([CH3:19])[CH3:18])=[N:13]2 |^1:28,47|. Reported procedure: Bis(triphenylphosphine)palladium(II) chloride (0.5 mg, 0.72 μmol) was added to a benzene (1.0 ml) solution of 7-bromo-2-tert-butyl-6-iodo-5-methyl-1,3-benzoxazole-4-carbonitrile (I-8) (30 mg, 71.6 μmol), (2-tri-n-butylstannyl)furan (23.7 μl, 75.2 μmol), followed by refluxing overnight. After cooling, water (30 ml) was added, the product was extracted with ethyl acetate (30 ml×2), the organic layer was washed with saturated brine (30 ml), then dried over anhydrous magnesium sulfate, concentrated ... Starting materials: FC1=CC=C(C=C1)C1=C(C=CC(=C1)S(=O)(=O)C1=CC(=C(C=C1)C)C1=CC=C(C=C1)F)C (4-fluorophenyl-4-tolylsulfone), O1CCOC12CCNCC2 (1,4-dioxa-8-aza-spiro[4.5]decane), C([O-])([O-])=O.[K+].[K+] (potassium carbonate), O1CCOC12CCNCC2 (1,4-dioxa-8-aza-spiro[4.5]decane), O (water). The solvent is CN1CCCN(C1=O)C (N,N′-dimethylpropyleneurea). Run at time 4 hour. Yields the product C1(=CC=C(C=C1)S(=O)(=O)C1=CC=C(C=C1)N1CCC2(OCCO2)CC1)C (8-[4-(Toluene-4-sulfonyl)-phenyl]-1,4-dioxa-8-aza-spiro[4.5]decane). Isolated yield 96.4%. Reaction SMILES: FC1C=CC([C:8]2[CH:13]=[C:12]([S:14]([C:17]3[CH:22]=[CH:21][C:20](C)=[C:19](C4C=CC(F)=CC=4)[CH:18]=3)(=[O:16])=[O:15])[CH:11]=[CH:10][C:9]=2[CH3:31])=CC=1.[O:32]1[C:36]2([CH2:41][CH2:40][NH:39][CH2:38][CH2:37]2)[O:35][CH2:34][CH2:33]1.C(=O)([O-])[O-].[K+].[K+].O>CN1C(=O)N(C)CCC1>[C:9]1([CH3:31])[CH:10]=[CH:11][C:12]([S:14]([C:17]2[CH:22]=[CH:21][C:20]([N:39]3[CH2:40][CH2:41][C:36]4([O:35][CH2:34][CH2:33][O:32]4)[CH2:37][CH2:38]3)=[CH:19][CH:18]=2)(=[O:15])=[O:16])=[CH:13][CH:8]=1 |f:2.3.4|. Procedure: To a solution of 4-fluorophenyl-4-tolylsulfone (1.25 g, 5 mmol) in N,N′-dimethylpropyleneurea (5 ml) was added 1,4-dioxa-8-aza-spiro[4.5]decane (0.88 g, 6 mmol), and potassium carbonate (0.83 g, 6 mmol). The mixture was stirred at room temperature for 4 h and then heated at 70° C. for 18 h. An additional 0.22 g of 1,4-dioxa-8-aza-spiro[4.5]decane was added, and the reaction was continued for 1 day. The mixture was cooled to room temperature, and treated with water. The resulting suspension was f... The reactants are CN(S(=O)(=O)C=1C=2C=CN=CC2C=CC1)CC1CCN(CC1)CCCOC1=CC=C(C=C1)F (N-Methyl-N-{[1-[3-(p-fluorophenoxy)propyl]-4-piperidyl]methyl}-5-isoquinolinesulfonamide), solid, solution, CCCl (hydrochloric ether). Run in C(C)#N (acetonitrile). The product is Cl.Cl.CN(S(=O)(=O)C=1C=2C=CN=CC2C=CC1)CC1CCN(CC1)CCCOC1=CC=C(C=C1)F (N-Methyl-N-{[1-[3-(p-fluorophenoxy)propyl]-4-piperidyl]methyl}-5-isoquinolinesulfonamide dihydrochloride). RXN SMILES: [CH3:1][N:2]([CH2:16][CH:17]1[CH2:22][CH2:21][N:20]([CH2:23][CH2:24][CH2:25][O:26][C:27]2[CH:32]=[CH:31][C:30]([F:33])=[CH:29][CH:28]=2)[CH2:19][CH2:18]1)[S:3]([C:6]1[C:7]2[CH:8]=[CH:9][N:10]=[CH:11][C:12]=2[CH:13]=[CH:14][CH:15]=1)(=[O:5])=[O:4].CC[Cl:36]>C(#N)C>[ClH:36].[ClH:36].[CH3:1][N:2]([CH2:16][CH:17]1[CH2:22][CH2:21][N:20]([CH2:23][CH2:24][CH2:25][O:26][C:27]2[CH:32]=[CH:31][C:30]([F:33])=[CH:29][CH:28]=2)[CH2:19][CH2:18]1)[S:3]([C:6]1[C:7]2[CH:8]=[CH:9][N:10]=[CH:11][C:12]=2[CH:13]=[CH:14][CH:15]=1)(=[O:4])=[O:5] |f:3.4.5|. Reported procedure: 5.5 g of the compound obtained in stage A is taken up in 10 cm3 of acetonitrile. 7.5 cm3 of a 3.3N solution of hydrochloric ether are added to this solution. 3.1 g of a solid which corresponds to the title compound are obtained. Reactants: CC=1SC=CC1C(=O)O (2-methyl-thiophene-3-carboxylic acid), C(C)(C)[N-]C(C)C.[Li+] (lithium diisopropylamide), BrC1=CC(=C(C=C1)OC)CBr (4-bromo-2-bromomethyl-1-methoxybenzene), CO (methanol). Run in C1CCOC1 (THF), C1CCOC1 (THF). Conditions: time 1 hour. The product is BrC=1C=CC(=C(C1)CCC=1SC=CC1C(=O)O)OC (2-[2-(5-bromo-2-methoxy-phenyl)-ethyl]-thiophene-3-carboxylic acid). Yield: 27.7%. RXN SMILES: [CH3:1][C:2]1[S:3][CH:4]=[CH:5][C:6]=1[C:7]([OH:9])=[O:8].C([N-]C(C)C)(C)C.[Li+].[Br:18][C:19]1[CH:24]=[CH:23][C:22]([O:25][CH3:26])=[C:21]([CH2:27]Br)[CH:20]=1.CO>C1COCC1>[Br:18][C:19]1[CH:24]=[CH:23][C:22]([O:25][CH3:26])=[C:21]([CH2:27][CH2:1][C:2]2[S:3][CH:4]=[CH:5][C:6]=2[C:7]([OH:9])=[O:8])[CH:20]=1 |f:1.2|. Procedure details: To a solution of 2-methyl-thiophene-3-carboxylic acid (8.01 g, 56.0 mmol, 1.0 equiv) in THF (56 mL) at −78° C. was added a solution of lithium diisopropylamide (LDA; 2M, 56 mL, 112.0 mmol, 2 equiv). The orange solution was allowed to stir for 1 hr and then a solution of 4-bromo-2-bromomethyl-1-methoxybenzene (17 g, 73 mmol, 1.3 equiv) in THF (50 mL) was added dropwise via cannula. The solution was allowed to stir at −78° C. for one hour and then warmed to room temperature. The reaction was quenc... The reactants are ClC=1C=C2C(=CN(C2=CC1)CCCC(=O)OCC)C(C1=CC(=CC=C1)[N+](=O)[O-])=O (ethyl 4-[5-chloro-3-(3-nitrobenzoyl)indol-1-yl]butyrate), [OH-].[Na+] (sodium hydroxide), CO (methanol). The solvent is O1CCOCC1 (1,4-dioxane). Conditions: temperature 25 celsius, time 6 hour. Yields the product ClC=1C=C2C(=CN(C2=CC1)CCCC(=O)O)C(C1=CC(=CC=C1)[N+](=O)[O-])=O (4-[5-chloro-3-(3-nitrobenzoyl)indol-1-yl]butyric acid). The yield is 94.9%. RXN SMILES: [Cl:1][C:2]1[CH:3]=[C:4]2[C:8](=[CH:9][CH:10]=1)[N:7]([CH2:11][CH2:12][CH2:13][C:14]([O:16]CC)=[O:15])[CH:6]=[C:5]2[C:19](=[O:29])[C:20]1[CH:25]=[CH:24][CH:23]=[C:22]([N+:26]([O-:28])=[O:27])[CH:21]=1.[OH-].[Na+].CO>O1CCOCC1>[Cl:1][C:2]1[CH:3]=[C:4]2[C:8](=[CH:9][CH:10]=1)[N:7]([CH2:11][CH2:12][CH2:13][C:14]([OH:16])=[O:15])[CH:6]=[C:5]2[C:19](=[O:29])[C:20]1[CH:25]=[CH:24][CH:23]=[C:22]([N+:26]([O-:28])=[O:27])[CH:21]=1 |f:1.2|. Procedure details: A mixture of ethyl 4-[5-chloro-3-(3-nitrobenzoyl)indol-1-yl]butyrate (2.00 g), 1N aqueous sodium hydroxide (7.5 ml), methanol (35 ml) and 1,4-dioxane (35 ml) was stirred at 25° C. for 6 hours. After evaporation of the organic solvent, 1N hydrochloric acid (15 ml) was added to the aqueous solution and the mixture was extracted with ethyl acetate. The extract was washed with water, dried over magnesium sulfate, and evaporated in vacuo. The crystalline residue was washed with hot ethanol to give 4-... Reported procedure: To a solution of ethyl (5-carboxy-1-methylpyrazol-3-yl)oxyacetate (0.5 mmol) and EDCI (0.5 mmol) in methanol (20 mL) was added a solution of 1,3-diisobutyl-5,6-diaminouracil (0.5 mmol), dissolved in methanol (20 mL). The mixture was stirred at room temperature for two hours, the solvent was then removed in vacuo, water added, and the solid that formed was collected by filtration and washed with additional cold water. The intermediate amide was heated in 20 mL of 2.5 N NaOH at 70° C. for 30 minut... Run at time 2 hour. Solvent: CO (methanol), CO (methanol). Reaction SMILES: [C:1]([C:4]1[N:8]([CH3:9])[N:7]=[C:6]([O:10][CH2:11][C:12]([O:14]CC)=[O:13])[CH:5]=1)(O)=O.CCN=C=NCCCN(C)C.[CH2:28]([N:32]1[C:39]([NH2:40])=[C:38]([NH2:41])[C:36](=[O:37])[N:35]([CH2:42][CH:43]([CH3:45])[CH3:44])[C:33]1=[O:34])[CH:29]([CH3:31])[CH3:30]>CO>[CH2:42]([N:35]1[C:36](=[O:37])[C:38]2[NH:41][C:1]([C:4]3[N:8]([CH3:9])[N:7]=[C:6]([O:10][CH2:11][C:12]([OH:14])=[O:13])[CH:5]=3)=[N:40][C:39]=2[N:32]([CH2:28][CH:29]([CH3:31])[CH3:30])[C:33]1=[O:34])[CH:43]([CH3:45])[CH3:44]. The reactants are C(=O)(O)C1=CC(=NN1C)OCC(=O)OCC (ethyl (5-carboxy-1-methylpyrazol-3-yl)oxyacetate), CCN=C=NCCCN(C)C (EDCI), C(C(C)C)N1C(=O)N(C(=O)C(=C1N)N)CC(C)C (1,3-diisobutyl-5,6-diaminouracil). Yields the product C(C(C)C)N1C(=O)N(C=2N=C(NC2C1=O)C1=CC(=NN1C)OCC(=O)O)CC(C)C (2-[5-(1,3-diisobutyl-xanthin-8-yl)-1-methylpyrazol-3-yloxy]acetic acid).